From a dataset of the Open Reaction Database (ORD), a public repository of structured organic reaction records. describe an organic reaction: reactants, conditions, products, and yield Reaction SMILES: [Cl-].[Cl-].[Na+].Cl.[Na].[C:6]([O-:18])(=[O:17])[CH2:7][C:8]([CH2:13][C:14]([O-:16])=[O:15])([C:10]([O-:12])=[O:11])[OH:9].[Na+].[Na+].[Na+]>>[C:6]([OH:18])(=[O:17])[CH2:7][C:8]([CH2:13][C:14]([OH:16])=[O:15])([C:10]([OH:12])=[O:11])[OH:9] |f:1.2,5.6.7.8,^1:4|. Procedure: After adjusting the stationary state, the chloride content of the discharged solution was 890 m.equ. of which 870 m.equ. were sodium chloride and 20 m.equ hydrochloric acid. 8 m.equ of chloride ions were contained in the control solution. When the bed was charged with sodium ions of the sodium citrate, 865 m.equ. of citric acid were produced. Reactants: [Cl-] (chloride), [Cl-] (chloride), [Na] (sodium), C(CC(O)(C(=O)[O-])CC(=O)[O-])(=O)[O-].[Na+].[Na+].[Na+] (sodium citrate), [Cl-].[Na+] (sodium chloride), Cl (hydrochloric acid). Product: C(CC(O)(C(=O)O)CC(=O)O)(=O)O (citric acid). Starting materials: CC1=C(C=CC(=C1)N1C[C@H](CC1)CN1[C@H](CCC1)C)N ((2S,3R)-2-methyl-4-[3-(2-methyl-pyrrolidin-1-yl-methyl)-pyrrolidin-1-yl]-phenylamine), CC1=NOC(=C1C(=O)Cl)C (3,5-dimethyIsoxazole-4-carbonyl chloride). Yields the product CC1=C(C=CC(=C1)N1C[C@H](CC1)CN1[C@H](CCC1)C)NC(=O)C=1C(=NOC1C)C ((2S,3R)-3,5-Dimethyl-isoxazole-4-carboxylic acid {2-methyl-4-[3-(2-methyl-pyrrolidin-1-yl-methyl)-pyrrolidin-1-yl]-phenyl}-amide). Yield: 50.0%. RXN SMILES: [CH3:1][C:2]1[CH:7]=[C:6]([N:8]2[CH2:12][CH2:11][C@H:10]([CH2:13][N:14]3[CH2:18][CH2:17][CH2:16][C@@H:15]3[CH3:19])[CH2:9]2)[CH:5]=[CH:4][C:3]=1[NH2:20].[CH3:21][C:22]1[C:26]([C:27](Cl)=[O:28])=[C:25]([CH3:30])[O:24][N:23]=1>>[CH3:1][C:2]1[CH:7]=[C:6]([N:8]2[CH2:12][CH2:11][C@H:10]([CH2:13][N:14]3[CH2:18][CH2:17][CH2:16][C@@H:15]3[CH3:19])[CH2:9]2)[CH:5]=[CH:4][C:3]=1[NH:20][C:27]([C:26]1[C:22]([CH3:21])=[N:23][O:24][C:25]=1[CH3:30])=[O:28]. Reported procedure: The title compound was prepared in a manner substantially the same as example 20 by coupling (2S,3R)-2-methyl-4-[3-(2-methyl-pyrrolidin-1-yl-methyl)-pyrrolidin-1-yl]-phenylamine with 3,5-dimethyIsoxazole-4-carbonyl chloride in 50% yield. Product: ClC1=C(C(=O)C=2C=NN(C2Cl)C)C=CC(=C1)Cl (4-(2,4-dichlorobenzoyl)-1-methyl-5-chloropyrazole). Procedure: To 5 ml of phosphorus oxychloride was added 2.71 g (0.01 mol) of 4-(2,4-dichlorobenzoyl)-1-methyl-5-hydroxypyrazole and the resulting mixture was heated under reflux for 3 hours. After cooling, the reaction mixture was poured into ice water. Oily product was extracted with ethyl acetate, washed successively with 5% aqueous sodium bicarbonate and saturated brine and dried over anhydrous sodium sulfate. Then the solvent was distilled off therefrom under reduced pressure and the resulting oil was p... As a reaction SMILES: P(Cl)(Cl)([Cl:3])=O.[Cl:6][C:7]1[CH:21]=[C:20]([Cl:22])[CH:19]=[CH:18][C:8]=1[C:9]([C:11]1[CH:12]=[N:13][N:14]([CH3:17])[C:15]=1O)=[O:10]>>[Cl:6][C:7]1[CH:21]=[C:20]([Cl:22])[CH:19]=[CH:18][C:8]=1[C:9]([C:11]1[CH:12]=[N:13][N:14]([CH3:17])[C:15]=1[Cl:3])=[O:10]. Starting materials: P(=O)(Cl)(Cl)Cl (phosphorus oxychloride), ClC1=C(C(=O)C=2C=NN(C2O)C)C=CC(=C1)Cl (4-(2,4-dichlorobenzoyl)-1-methyl-5-hydroxypyrazole), ice water. The yield is 98.0%. Starting materials: C(CCCCCCCCCCCCCCC)OCC(O)COCCCCCCCCCCCCCCCC (1,3-di-O-(n-hexadecyl)-glycerol), C(C=C)#N (acrylonitrile), [OH-].[Na+] (sodium hydroxide), [OH-].C(CCC)[N+](CCCC)(CCCC)CCCC (Tetrabutylammonium hydroxide), cyanoethylated 1,3-di-O-(n-hexadecyl)-glycerol, C(C=C)#N (acrylonitrile), [OH-].[Na+] (sodium hydroxide), [OH-].C(CCC)[N+](CCCC)(CCCC)CCCC (tetrabutylammonium hydroxide). The solvent is O (water), O (water). Run at temperature 50 celsius, time 20 minute. Yields the product C(CCCCCCCCCCCCCCC)OCC(OCCC#N)COCCCCCCCCCCCCCCCC (1,3-Di-O-(n-hexadecyl)-2-O-(2-cyanoethyl)-glycerol). The yield is 93.0%. As a reaction SMILES: [CH2:1]([O:17][CH2:18][CH:19]([CH2:21][O:22][CH2:23][CH2:24][CH2:25][CH2:26][CH2:27][CH2:28][CH2:29][CH2:30][CH2:31][CH2:32][CH2:33][CH2:34][CH2:35][CH2:36][CH2:37][CH3:38])[OH:20])[CH2:2][CH2:3][CH2:4][CH2:5][CH2:6][CH2:7][CH2:8][CH2:9][CH2:10][CH2:11][CH2:12][CH2:13][CH2:14][CH2:15][CH3:16].[C:39](#[N:42])[CH:40]=[CH2:41].[OH-].[Na+].[OH-].C([N+](CCCC)(CCCC)CCCC)CCC>O>[CH2:23]([O:22][CH2:21][CH:19]([CH2:18][O:17][CH2:1][CH2:2][CH2:3][CH2:4][CH2:5][CH2:6][CH2:7][CH2:8][CH2:9][CH2:10][CH2:11][CH2:12][CH2:13][CH2:14][CH2:15][CH3:16])[O:20][CH2:41][CH2:40][C:39]#[N:42])[CH2:24][CH2:25][CH2:26][CH2:27][CH2:28][CH2:29][CH2:30][CH2:31][CH2:32][CH2:33][CH2:34][CH2:35][CH2:36][CH2:37][CH3:38] |f:2.3,4.5|. Procedure details: A mixture of 1,3-di-O-(n-hexadecyl)-glycerol (80 g., 148 mmoles), acrylonitrile (1.49 kg., 28.1 moles) and aqueous 2 N sodium hydroxide (1.2 l.) was heated to 50° C. Tetrabutylammonium hydroxide (19.2 g. of 40 wt. % aqueous solution, 29.15 mmoles) was slowly added, causing the temperature of the exothermic reaction mixture to rise to about 80° to 90° C. The reaction mixture was then stirred for 20 minutes without any external heating, followed by cooling to 20° C. and addition of water (1.0 l.).... As a reaction SMILES: [CH2:1]([O:4][N:5]=[C:6]([C:27]1[N:28]=[C:29]([NH:32]C=O)[S:30][CH:31]=1)[C:7]([NH:9][CH:10]1[C:25](=[O:26])[N:12]2[C:13]([C:22]([OH:24])=[O:23])=[C:14]([CH2:17][O:18][C:19](=[O:21])[NH2:20])[CH2:15][S:16][C@H:11]12)=[O:8])[CH2:2][CH3:3].[ClH:35]>CO>[ClH:35].[CH2:1]([O:4][N:5]=[C:6]([C:27]1[N:28]=[C:29]([NH2:32])[S:30][CH:31]=1)[C:7]([NH:9][CH:10]1[C:25](=[O:26])[N:12]2[C:13]([C:22]([OH:24])=[O:23])=[C:14]([CH2:17][O:18][C:19](=[O:21])[NH2:20])[CH2:15][S:16][C@H:11]12)=[O:8])[CH2:2][CH3:3] |f:3.4|. Run in CO (methanol). Reaction conditions: time 2 hour. Reported procedure: 7-[2-Propoxyimino-2-(2-formamido-1,3-thiazol-4-yl)acetamido]-3-carbamoyloxymethyl-3-cephem-4-carboxylic acid (syn isomer)(0.5 g) was suspended in methanol (15 ml). To the suspension was added conc. hydrochloric acid (0.2 ml) and the mixture was stirred for 2 hours at ambient temperature. The reaction mixture was concentrated and the residue was washed with tetrahydrofuran, collected by filtration and dried to give 7-[2-propoxyimino-2-(2-amino-1,3-thiazol-4-yl)acetamido]-3-carbamoyloxymethyl-3-ce... The product is Cl.C(CC)ON=C(C(=O)NC1[C@@H]2N(C(=C(CS2)COC(N)=O)C(=O)O)C1=O)C=1N=C(SC1)N (7-[2-propoxyimino-2-(2-amino-1,3-thiazol-4-yl)acetamido]-3-carbamoyloxymethyl-3-cephem-4-carboxylic acid hydrochloride). The reactants are C(CC)ON=C(C(=O)NC1[C@@H]2N(C(=C(CS2)COC(N)=O)C(=O)O)C1=O)C=1N=C(SC1)NC=O (7-[2-Propoxyimino-2-(2-formamido-1,3-thiazol-4-yl)acetamido]-3-carbamoyloxymethyl-3-cephem-4-carboxylic acid), Cl (hydrochloric acid). The reactants are C(C(=O)Cl)(=O)Cl (Oxalyl chloride), ClC=1C=C(C=CC1)[C@@H](CCC(=O)O)[C@](C)(NC(C)C)C1=CC=C(C=C1)Cl ((4R,5S)-4-(3-Chlorophenyl)-5-(4-chlorophenyl)-5-(isopropylamino)hexanoic acid), CN(C)C=O (DMF). Solvent: C1=CC=CC=C1 (benzene). Reaction conditions: time 25 minute. Yields the product ClC=1C=C(C=CC1)[C@H]1CCC(N([C@]1(C)C1=CC=C(C=C1)Cl)C(C)C)=O ((5R,6S)-5-(3-chlorophenyl)-6-(4-chlorophenyl)-1-isopropyl-6-methylpiperidin-2-one). Reaction SMILES: C(Cl)(=O)C(Cl)=O.[Cl:7][C:8]1[CH:9]=[C:10]([C@H:14]([C@@:20]([C:26]2[CH:31]=[CH:30][C:29]([Cl:32])=[CH:28][CH:27]=2)([NH:22][CH:23]([CH3:25])[CH3:24])[CH3:21])[CH2:15][CH2:16][C:17]([OH:19])=O)[CH:11]=[CH:12][CH:13]=1.CN(C=O)C>C1C=CC=CC=1>[Cl:7][C:8]1[CH:9]=[C:10]([C@@H:14]2[C@:20]([C:26]3[CH:31]=[CH:30][C:29]([Cl:32])=[CH:28][CH:27]=3)([CH3:21])[N:22]([CH:23]([CH3:24])[CH3:25])[C:17](=[O:19])[CH2:16][CH2:15]2)[CH:11]=[CH:12][CH:13]=1. Reported procedure: Oxalyl chloride (˜0.38 M in benzene, 0.617 mL, 0.234 mmol) was added to a room temperature solution of (4R,5S)-4-(3-chlorophenyl)-5-(4-chlorophenyl)-5-(isopropylamino)hexanoic acid (Example 418, Step G, 84 mg, 0.213 mmol) in benzene (3 mL) followed by a drop of DMF. The reaction solution was stirred at room temperature for 25 minutes then heated to 80° C. After 3.5 hours the reaction was removed from heat and saturated aqueous sodium bicarbonate solution was added. The organic phase was diluted ...